This data is from the Open Reaction Database (ORD), a public repository of structured organic reaction records. The task is: describe an organic reaction: reactants, conditions, products, and yield The reactants are C(C)[C@@H]1C(NC2=CC=C(C=C2N1C(C1=CC=C(C=C1)OC)=O)F)=O ((3R)-3-ethyl-6-fluoro-4-(4-methoxybenzoyl)-3,4-dihydroquinoxalin-2(1H)-one), C([O-])([O-])=O.[Cs+].[Cs+] (cesium carbonate), C([O-])([O-])=O.[K+].[K+] (potassium carbonate), ICC(C)C (1-iodo-2-methylpropane). Run in C(C)#N (acetonitrile). Reaction conditions: temperature 74 celsius, time 12 hour. The product is C(C)[C@@H]1C(N(C2=CC=C(C=C2N1C(C1=CC=C(C=C1)OC)=O)F)CC(C)C)=O ((3R)-3-ethyl-6-fluoro-4-(4-methoxybenzoyl)-1-isobutyl-3,4-dihydroquinoxalin-2(1H)-one). The yield is 34.2%. Reaction SMILES: [CH2:1]([C@H:3]1[N:12]([C:13](=[O:22])[C:14]2[CH:19]=[CH:18][C:17]([O:20][CH3:21])=[CH:16][CH:15]=2)[C:11]2[C:6](=[CH:7][CH:8]=[C:9]([F:23])[CH:10]=2)[NH:5][C:4]1=[O:24])[CH3:2].C(=O)([O-])[O-].[Cs+].[Cs+].C(=O)([O-])[O-].[K+].[K+].I[CH2:38][CH:39]([CH3:41])[CH3:40]>C(#N)C>[CH2:1]([C@H:3]1[N:12]([C:13](=[O:22])[C:14]2[CH:19]=[CH:18][C:17]([O:20][CH3:21])=[CH:16][CH:15]=2)[C:11]2[C:6](=[CH:7][CH:8]=[C:9]([F:23])[CH:10]=2)[N:5]([CH2:38][CH:39]([CH3:41])[CH3:40])[C:4]1=[O:24])[CH3:2] |f:1.2.3,4.5.6|. Reported procedure: To a stirred solution of (3R)-3-ethyl-6-fluoro-4-(4-methoxybenzoyl)-3,4-dihydroquinoxalin-2(1H)-one (see Example 8) (0.25 g, 0.76 mmol) in acetonitrile (6 mL) under nitrogen was added cesium carbonate (0.13 g, 0.40 mmol), potassium carbonate (0.055 g, 0.40 mmol) and 1-iodo-2-methylpropane (0.30 mL, 0.48 g, 2.6 mmol). The mixture was stirred at 74° C. for 12 h. The solvent was then evaporated, and the residue was partitioned between methylene chloride and water. The organic layer was separated, w... Reactants: FC(C=1C=C(CN(C2=NC=C(C=N2)N2CCOCC2)CC2=C(C=CC(=C2)C(F)(F)F)N(CCCCCCC(=O)O)CC)C=C(C1)C(F)(F)F)(F)F (7-[(2-{[(3,5-bis-trifluoromethyl-benzyl)-(5-morpholin-4-yl-pyrimidin-2-yl)-amino]-methyl}-4-trifluoromethyl-phenyl)-ethyl-amino]-heptanoic acid), [OH-].[Na+] (sodium hydroxide). The solvent is C(C)O (ethanol). The product is [Na+].FC(C=1C=C(CN(C2=NC=C(C=N2)N2CCOCC2)CC2=C(C=CC(=C2)C(F)(F)F)N(CCCCCCC(=O)[O-])CC)C=C(C1)C(F)(F)F)(F)F (7-[(2-{[(3,5-bis-trifluoromethyl-benzyl)-(5-morpholin-4-yl-pyrimidin-2-yl)-amino]-methyl}-4-trifluoromethyl-phenyl)-ethyl-amino]-heptanoic acid sodium salt). RXN SMILES: [F:1][C:2]([F:51])([F:50])[C:3]1[CH:4]=[C:5]([CH:43]=[C:44]([C:46]([F:49])([F:48])[F:47])[CH:45]=1)[CH2:6][N:7]([CH2:20][C:21]1[CH:26]=[C:25]([C:27]([F:30])([F:29])[F:28])[CH:24]=[CH:23][C:22]=1[N:31]([CH2:41][CH3:42])[CH2:32][CH2:33][CH2:34][CH2:35][CH2:36][CH2:37][C:38]([OH:40])=[O:39])[C:8]1[N:13]=[CH:12][C:11]([N:14]2[CH2:19][CH2:18][O:17][CH2:16][CH2:15]2)=[CH:10][N:9]=1.[OH-].[Na+:53]>C(O)C>[Na+:53].[F:51][C:2]([F:1])([F:50])[C:3]1[CH:4]=[C:5]([CH:43]=[C:44]([C:46]([F:47])([F:49])[F:48])[CH:45]=1)[CH2:6][N:7]([CH2:20][C:21]1[CH:26]=[C:25]([C:27]([F:28])([F:29])[F:30])[CH:24]=[CH:23][C:22]=1[N:31]([CH2:41][CH3:42])[CH2:32][CH2:33][CH2:34][CH2:35][CH2:36][CH2:37][C:38]([O-:40])=[O:39])[C:8]1[N:13]=[CH:12][C:11]([N:14]2[CH2:15][CH2:16][O:17][CH2:18][CH2:19]2)=[CH:10][N:9]=1 |f:1.2,4.5|. Procedure details: Ethyl 7-[(2-{[(3,5-bis-trifluoromethyl-benzyl)-(5-morpholin-4-yl-pyrimidin-2-yl)-amino]-methyl}-4-trifluoromethyl-phenyl)-ethyl-amino]-heptanoate (250 mg) is dissolved in ethanol (4 ml), and thereto is added a 1N-aqueous sodium hydroxide solution (1 ml) and the mixture is stirred at room temperature for 3 hours and 30 minutes. To the reaction solution are added a 1N-hydrochloric acid and ethyl acetate, and the mixture is separated, and the organic layer is washed with a saturated brine, dried ov... Reactants: C(C(=C)C1=CC=CC=C1)(=O)OC (atropic acid, methyl ester), Cl.ClC=1C=C(C=CC1)NN (3-chlorophenylhydrazine hydrochloride). Solvent: CO (methanol). Product: ClC=1C=C(C=CC1)N1NC=C(C1=O)C1=CC=CC=C1 (1-(3-chlorophenyl)-4-phenyl-3-pyrazolin-5-one). The yield is 79.9%. Reaction SMILES: [C:1]([O:11]C)(=O)[C:2]([C:4]1[CH:9]=[CH:8][CH:7]=[CH:6][CH:5]=1)=[CH2:3].Cl.[Cl:14][C:15]1[CH:16]=[C:17]([NH:21][NH2:22])[CH:18]=[CH:19][CH:20]=1>CO>[Cl:14][C:15]1[CH:16]=[C:17]([N:21]2[C:1](=[O:11])[C:2]([C:4]3[CH:5]=[CH:6][CH:7]=[CH:8][CH:9]=3)=[CH:3][NH:22]2)[CH:18]=[CH:19][CH:20]=1 |f:1.2|. Procedure: A mixture of 10.5 grams of the atropic acid, methyl ester, 9.1 grams 3-chlorophenylhydrazine hydrochloride, and 200 ml. methanol was refluxed overnight. The reaction product mixture was washed up in the usual manner to yield 11 grams of crude 1-(3-chlorophenyl)-4-phenyl-3-pyrazolin-5-one. A sample recrystallized from methanol had a melting point of about 211°-212° C. Reactants: COC(C1=C(C=CC=C1)NCC1=CC(=NC=C1)Br)=O (2-[(2-bromo-pyridin-4-ylmethyl)-amino]-benzoic acid methyl ester), NC1=CC=C(C2=CN(N=C12)C)F (7-amino-4-fluoro-2-methyl-2H-indazole). Product: BrC1=NC=CC(=C1)CNC1=C(C(=O)NC2=CC=C(C3=CN(N=C23)C)F)C=CC=C1 (2-[(2-Bromo-pyridin-4-ylmethyl)-amino]-N-(4-fluoro-2-methyl-2H-indazol-7-yl)-benzamide). RXN SMILES: CO[C:3](=[O:19])[C:4]1[CH:9]=[CH:8][CH:7]=[CH:6][C:5]=1[NH:10][CH2:11][C:12]1[CH:17]=[CH:16][N:15]=[C:14]([Br:18])[CH:13]=1.[NH2:20][C:21]1[C:29]2[C:25](=[CH:26][N:27]([CH3:30])[N:28]=2)[C:24]([F:31])=[CH:23][CH:22]=1>>[Br:18][C:14]1[CH:13]=[C:12]([CH2:11][NH:10][C:5]2[CH:6]=[CH:7][CH:8]=[CH:9][C:4]=2[C:3]([NH:20][C:21]2[C:29]3[C:25](=[CH:26][N:27]([CH3:30])[N:28]=3)[C:24]([F:31])=[CH:23][CH:22]=2)=[O:19])[CH:17]=[CH:16][N:15]=1. Procedure details: 2-[(2-Bromo-pyridin-4-ylmethyl)-amino]-N-(4-fluoro-2-methyl-2H-indazol-7-yl)-benzamide was prepared from 2-[(2-bromo-pyridin-4-ylmethyl)-amino]-benzoic acid methyl ester and 7-amino-4-fluoro-2-methyl-2H-indazole in analogy to the procedures detailed in Example 4A; 1H-NMR (300 MHz, d6-DMSO) 9.86 (1H, s), 8.60 (1H, s), 8.32 (1H, d), 8.13 (1H, t), 7.83 (1H, d), 7.58-7.61 (2H, m), 7.42 (1H, d), 7.30 (1H, t), 6.82 (1H, dd), 6.72 (1H, t), 6.59 (1H, d), 4.52 (2H, d), 4.22 (3H, s); m/z (ES+) 454, 456 [M... Reactants: [N+](=O)([O-])C1=CC(=C(C=C1)C)N1C(CC=2C(C1=O)=CC=C(C2)Cl)=O (N-(4-nitro-o-tolyl)-5-chlorohomophthalimide), [H][H] (hydrogen). The reagents and catalysts are [Ni] (Raney nickel). Solvent: C(C)(=O)OCC (ethyl acetate). The product is NC1=CC(=C(C=C1)C)N1C(CC=2C(C1=O)=CC=C(C2)Cl)=O (N-(4-amino-o-tolyl)-5-chlorohomophthalimide). Reaction SMILES: [N+:1]([C:4]1[CH:9]=[CH:8][C:7]([CH3:10])=[C:6]([N:11]2[C:16](=[O:17])[C:15]3=[CH:18][CH:19]=[C:20]([Cl:22])[CH:21]=[C:14]3[CH2:13][C:12]2=[O:23])[CH:5]=1)([O-])=O.[H][H]>[Ni].C(OCC)(=O)C>[NH2:1][C:4]1[CH:9]=[CH:8][C:7]([CH3:10])=[C:6]([N:11]2[C:16](=[O:17])[C:15]3=[CH:18][CH:19]=[C:20]([Cl:22])[CH:21]=[C:14]3[CH2:13][C:12]2=[O:23])[CH:5]=1. Reported procedure: The mixture of 1.7 g of N-(4-nitro-o-tolyl)-5-chlorohomophthalimide, 0.8 g of Raney nickel and 250 ml of ethyl acetate is hydrogenated at 2.4 atm. and room temperature until the hydrogen uptake has ceased. It is filtered, the filtrate evaporated and the residue recrystallized from acetonitrile to yield the N-(4-amino-o-tolyl)-5-chlorohomophthalimide of the formula ##STR7## melting at 250°-252° with decomposition. Reactants: 10.4, ClC=1N=NC(=CC1)C (3-chloro-6-methylpyridazine), C(CCC(=O)O)(=O)O.N1CCC(CC1)CCOC1=CC=C(C(=O)OCC)C=C1 (ethyl 4-[2-(4-piperidinyl)ethoxy]benzoate butanedioate), C([O-])([O-])=O.[Na+].[Na+] (sodium carbonate), CN(C=O)C (N,N-dimethylformamide). Solvent: ClCCl (dichloromethane), O (water). Run at temperature 150 celsius, time 3 hour. Product: 17, CC1=CC=C(N=N1)N1CCC(CC1)CCOC1=CC=C(C(=O)OCC)C=C1 (ethyl 4-[2-[1-(6-methyl-3-pyridazinyl)-4-piperidinyl]ethoxy ]benzoate). Isolated yield 56.8%. Reaction SMILES: Cl[C:2]1[N:3]=[N:4][C:5]([CH3:8])=[CH:6][CH:7]=1.C(O)(=O)CCC(O)=O.[NH:17]1[CH2:22][CH2:21][CH:20]([CH2:23][CH2:24][O:25][C:26]2[CH:36]=[CH:35][C:29]([C:30]([O:32][CH2:33][CH3:34])=[O:31])=[CH:28][CH:27]=2)[CH2:19][CH2:18]1.C(=O)([O-])[O-].[Na+].[Na+].CN(C)C=O>ClCCl.O>[CH3:8][C:5]1[N:4]=[N:3][C:2]([N:17]2[CH2:18][CH2:19][CH:20]([CH2:23][CH2:24][O:25][C:26]3[CH:27]=[CH:28][C:29]([C:30]([O:32][CH2:33][CH3:34])=[O:31])=[CH:35][CH:36]=3)[CH2:21][CH2:22]2)=[CH:7][CH:6]=1 |f:1.2,3.4.5|. Procedure: A mixture of 10.4 parts of 3-chloro-6-methylpyridazine, 22.4 parts of ethyl 4-[2-(4-piperidinyl)ethoxy]benzoate butanedioate (1:1), 8.6 parts of sodium carbonate and 0.9 parts of N,N-dimethylformamide was stirred for 3 hours in an oil bath at ±150° C. After cooling, water and dichloromethane were added and the layers were separated. The organic layer was dried, filtered and evaporated. The residue was purified by column chromatography over silica gel using a mixture of trichloromethane and ethan... Reactants: [BH3-]C#N, CC(C)=O, CO, [Cl-], [Cl-], Nc1ccc(Cl)c(C(F)(F)F)c1, [Na+], [Zn+2]. The product is CC(C)Nc1ccc(Cl)c(C(F)(F)F)c1. Reaction SMILES: [C:17]([BH3-:18])#[N:19].[CH3:13][C:14]([CH3:15])=[O:16].[CH3:21][OH:22].[Cl-:23].[Cl-:25].[NH2:1][c:2]1[cH:3][cH:4][c:5]([Cl:6])[c:7]([C:9]([F:10])([F:11])[F:12])[cH:8]1.[Na+:20].[Zn+2:24]>>[NH:1]([c:2]1[cH:3][cH:4][c:5]([Cl:6])[c:7]([C:9]([F:10])([F:11])[F:12])[cH:8]1)[CH:14]([CH3:13])[CH3:15]. Starting materials: C(C)(=O)[O-] (acetate), C(=O)([O-])[O-].[K+].[K+] (K2CO3), C(C)(C)(C)O[C@H](C(=O)OCC)C1=C(C2=C(N=C(S2)C2=NC(=NC=C2)Cl)C=C1C)C1=CC=C(C=C1)Cl ((S)-ethyl 2-tert-butoxy-2-(7-(4-chlorophenyl)-2-(2-chloropyrimidin-4-yl)-5-methylbenzo[d]thiazol-6-yl)acetate), COC=1C=C(C=CC1OC)B(O)O (3,4-dimethoxyphenylboronic acid). Reagents/catalysts: C=1C=CC(=CC1)[P](C=2C=CC=CC2)(C=3C=CC=CC3)[Pd]([P](C=4C=CC=CC4)(C=5C=CC=CC5)C=6C=CC=CC6)([P](C=7C=CC=CC7)(C=8C=CC=CC8)C=9C=CC=CC9)[P](C=1C=CC=CC1)(C=1C=CC=CC1)C=1C=CC=CC1 (tetrakis(triphenylphosphine)palladium(0)). Reaction conditions: temperature 110 celsius, time 1.5 hour. Product: C(C)(C)(C)O[C@H](C(=O)O)C1=C(C2=C(N=C(S2)C2=NC(=NC=C2)C2=CC(=C(C=C2)OC)OC)C=C1C)C1=CC=C(C=C1)Cl ((S)-2-tert-butoxy-2-(7-(4-chlorophenyl)-2-(2-(3,4-dimethoxyphenyl)pyrimidin-4-yl)-5-methylbenzo[d]thiazol-6-yl)acetic acid). RXN SMILES: C([O-])(=O)C.[C:5]([O:9][C@@H:10]([C:16]1[C:31]([CH3:32])=[CH:30][C:19]2[N:20]=[C:21]([C:23]3[CH:28]=[CH:27][N:26]=[C:25](Cl)[N:24]=3)[S:22][C:18]=2[C:17]=1[C:33]1[CH:38]=[CH:37][C:36]([Cl:39])=[CH:35][CH:34]=1)[C:11]([O:13]CC)=[O:12])([CH3:8])([CH3:7])[CH3:6].[CH3:40][O:41][C:42]1[CH:43]=[C:44](B(O)O)[CH:45]=[CH:46][C:47]=1[O:48][CH3:49].C([O-])([O-])=O.[K+].[K+]>C1C=CC([P]([Pd]([P](C2C=CC=CC=2)(C2C=CC=CC=2)C2C=CC=CC=2)([P](C2C=CC=CC=2)(C2C=CC=CC=2)C2C=CC=CC=2)[P](C2C=CC=CC=2)(C2C=CC=CC=2)C2C=CC=CC=2)(C2C=CC=CC=2)C2C=CC=CC=2)=CC=1>[C:5]([O:9][C@@H:10]([C:16]1[C:31]([CH3:32])=[CH:30][C:19]2[N:20]=[C:21]([C:23]3[CH:28]=[CH:27][N:26]=[C:25]([C:45]4[CH:44]=[CH:43][C:42]([O:41][CH3:40])=[C:47]([O:48][CH3:49])[CH:46]=4)[N:24]=3)[S:22][C:18]=2[C:17]=1[C:33]1[CH:34]=[CH:35][C:36]([Cl:39])=[CH:37][CH:38]=1)[C:11]([OH:13])=[O:12])([CH3:7])([CH3:6])[CH3:8] |f:3.4.5,^1:62,64,83,102|. Reported procedure: Preparation of (S)-ethyl 2-tert-butoxy-247-(4-chlorophenyl)-2-(2-(3,4-dimethoxyphenyl)pyrimidin-4-yl)-5-methylbenzo[d]thiazol-6-yl)acetate: (S)-ethyl 2-tert-butoxy-2-(7-(4-chlorophenyl)-2-(2-chloropyrimidin-4-yl)-5-methylbenzo[d]thiazol-6-yl)acetate (50.0 mg, 0.094 mmol), 3,4-dimethoxyphenylboronic acid (20.6 mg, 0.113 mmol), tetrakis(triphenylphosphine)palladium(0) (16.4 mg, 0.014 mmol), and K2CO3 (39.2 mg, 0.283 mmol) were taken in a microwave vial, and the vial was vacuum pumped and flushed w...